Dataset: the Open Reaction Database (ORD), a public repository of structured organic reaction records. Task: describe an organic reaction: reactants, conditions, products, and yield Starting materials: CCN=C=NCCCN(C)C, Cc1ccc(C(=O)O)cc1C, Cl, CCOC(=O)c1ccc(Oc2ccc(N)cn2)cc1, CN(C)C=O, O, On1nnc2ccccc21. The product is CCOC(=O)c1ccc(Oc2ccc(NC(=O)c3ccc(C)c(C)c3)cn2)cc1. Reaction SMILES: [CH2:43]([N:44]=[C:45]=[N:46][CH2:47][CH2:48][CH2:49][N:50]([CH3:51])[CH3:52])[CH3:53].[CH3:20][c:21]1[cH:22][c:23]([C:24](=[O:25])[OH:26])[cH:27][cH:28][c:29]1[CH3:30].[ClH:42].[NH2:1][c:2]1[cH:3][cH:4][c:5]([O:8][c:9]2[cH:10][cH:11][c:12]([C:13](=[O:14])[O:15][CH2:16][CH3:17])[cH:18][cH:19]2)[n:6][cH:7]1.[O:54]=[CH:55][N:56]([CH3:57])[CH3:58].[OH2:31].[OH:32][n:33]1[c:34]2[cH:35][cH:36][cH:37][cH:38][c:39]2[n:40][n:41]1>>[NH:1]([c:2]1[cH:3][cH:4][c:5]([O:8][c:9]2[cH:10][cH:11][c:12]([C:13](=[O:14])[O:15][CH2:16][CH3:17])[cH:18][cH:19]2)[n:6][cH:7]1)[C:24]([c:23]1[cH:22][c:21]([CH3:20])[c:29]([CH3:30])[cH:28][cH:27]1)=[O:25]. Reactants: COc1ccc(C(=O)Cl)cc1, CCN(C(C)C)C(C)C, O=C(O)C1CCNc2ccccc21, C1CCOC1. Yields the product COc1ccc(C(=O)N2CCC(C(=O)O)c3ccccc32)cc1. RXN SMILES: [C:14]([c:15]1[cH:16][cH:17][c:18]([O:21][CH3:22])[cH:19][cH:20]1)(=[O:23])[Cl:24].[CH:25]([N:26]([CH:27]([CH3:28])[CH3:29])[CH2:30][CH3:31])([CH3:32])[CH3:33].[NH:1]1[CH2:2][CH2:3][CH:4]([C:11](=[O:12])[OH:13])[c:5]2[cH:6][cH:7][cH:8][cH:9][c:10]21.[O:34]1[CH2:35][CH2:36][CH2:37][CH2:38]1>>[N:1]1([C:14]([c:15]2[cH:16][cH:17][c:18]([O:21][CH3:22])[cH:19][cH:20]2)=[O:23])[CH2:2][CH2:3][CH:4]([C:11](=[O:12])[OH:13])[c:5]2[cH:6][cH:7][cH:8][cH:9][c:10]21.